From a dataset of the Open Reaction Database (ORD), a public repository of structured organic reaction records. describe an organic reaction: reactants, conditions, products, and yield Starting materials: example 5 ( 20 ), NCC(C(=O)OCC)C1(OCCO1)C (ethyl 3-amino-2-(2-methyl-[1,3]dioxolan-2-yl)propionate), C1=CC=C2C(=C1)C=CC3=C2C(=O)OC3=O (1,2-naphthalic anhydride). Yields the product O=C1N(C(C=2C=CC3=C(C12)C=CC=C3)=O)CC(C(=O)OCC)C3(OCCO3)C (Ethyl 3-(1,3-dioxo-1,3-dihydro-benzo[e]isoindol-2-yl)-2-(2-methyl-[1,3]dioxolan-2-yl)propionate). Reaction SMILES: [NH2:1][CH2:2][CH:3]([C:9]1([CH3:14])[O:13][CH2:12][CH2:11][O:10]1)[C:4]([O:6][CH2:7][CH3:8])=[O:5].[CH:15]1[CH:20]=[C:19]2[CH:21]=[CH:22][C:23]3[C:28](=O)[O:27][C:25](=[O:26])[C:24]=3[C:18]2=[CH:17][CH:16]=1>>[O:26]=[C:25]1[C:24]2[C:18]3[CH:17]=[CH:16][CH:15]=[CH:20][C:19]=3[CH:21]=[CH:22][C:23]=2[C:28](=[O:27])[N:1]1[CH2:2][CH:3]([C:9]1([CH3:14])[O:10][CH2:11][CH2:12][O:13]1)[C:4]([O:6][CH2:7][CH3:8])=[O:5]. Procedure: Ethyl 3-(1,3-dioxo-1,3-dihydro-benzo[e]isoindol-2-yl)-2-(2-methyl-[1,3]dioxolan-2-yl)propionate was prepared (0.55 g, 73%) in the same manner as described in the above example 5 (20) from ethyl 3-amino-2-(2-methyl-[1,3]dioxolan-2-yl)propionate (0.40 g, 1.97 mmol) and 1,2-naphthalic anhydride (0.51 g, 2.56 mmol), and the obtained product was identified with the following NMR data. The reactants are NC1=C(C=C(C=C1)Cl)C(=O)NC1=NC=C(C=C1)Cl ((2-amino-5-chlorophenyl)-N-(5-chloro(2-pyridyl))carboxamide), N1=CC=CC=C1 (pyridine), C(C(=O)Cl)(=O)Cl (oxalyl chloride). Reagents/catalysts: CN(C=O)C (dimethylformamide). Run in ClCCl (dichloromethane). Run at time 2 hour. Yields the product ClC=1C=CC(=NC1)NC=O (N-(5-chloro(2-pyridyl))carboxamide). Reaction SMILES: C(Cl)(=O)C(Cl)=O.NC1C=CC(Cl)=CC=1[C:15]([NH:17][C:18]1[CH:23]=[CH:22][C:21]([Cl:24])=[CH:20][N:19]=1)=[O:16].N1C=CC=CC=1>ClCCl.CN(C)C=O>[Cl:24][C:21]1[CH:22]=[CH:23][C:18]([NH:17][CH:15]=[O:16])=[N:19][CH:20]=1. Reported procedure: To a solution of 4-{2-{[tert-butyl)amino}sulfonyl}phenyl}benzoic acid (167 mg, 0.5 mmol) in dichloromethane (5 ml) was added oxalyl chloride (0.09 ml, 1 mmol) and a few drops of dimethylformamide. The mixture was stirred at r.t. for 2 hrs. After the evaporation of the solvent, the residue was dissolved in dichloromethane (5 ml). The compound of (2-amino-5-chlorophenyl)-N-(5-chloro(2-pyridyl))carboxamide (0.17 g, 0.6 mmol) and pyridine (0.122 ml, 1.5 mmol) were added to the solution. The mixture ... Starting materials: C(C)N(CCCN1N=C(C2=CC=CC(=C12)I)NCCCN(CC)CC)CC (1-(3-diethylaminopropyl)-3-(3-diethylaminopropylamino)-7-iodoindazole), Cl (hydrogen chloride), C(C)OCC (diethyl ether). Solvent: C(C)O (ethyl alcohol). Yields the product Cl.Cl.C(C)N(CCCN1N=C(C2=CC=CC(=C12)I)NCCCN(CC)CC)CC (1-(3-diethylaminopropyl)-3-(3-diethylaminopropylamino)-7-iodoindazole dihydrochloride). As a reaction SMILES: [CH2:1]([N:3]([CH2:26][CH3:27])[CH2:4][CH2:5][CH2:6][N:7]1[C:15]2[C:10](=[CH:11][CH:12]=[CH:13][C:14]=2[I:16])[C:9]([NH:17][CH2:18][CH2:19][CH2:20][N:21]([CH2:24][CH3:25])[CH2:22][CH3:23])=[N:8]1)[CH3:2].[ClH:28].C(OCC)C>C(O)C>[ClH:28].[ClH:28].[CH2:26]([N:3]([CH2:1][CH3:2])[CH2:4][CH2:5][CH2:6][N:7]1[C:15]2[C:10](=[CH:11][CH:12]=[CH:13][C:14]=2[I:16])[C:9]([NH:17][CH2:18][CH2:19][CH2:20][N:21]([CH2:22][CH3:23])[CH2:24][CH3:25])=[N:8]1)[CH3:27] |f:4.5.6|. Procedure details: In 50 ml of absolute ethyl alcohol was dissolved 4.0 g of the 1-(3-diethylaminopropyl)-3-(3-diethylaminopropylamino)-7-iodoindazole, and into the solution was introduced dried hydrogen chloride gas under cooling with ice. Then to the solution was added anhydrous diethyl ether to separate crystals. The crystals were obtained by filtration and dried to give 1-(3-diethylaminopropyl)-3-(3-diethylaminopropylamino)-7-iodoindazole dihydrochloride having the following analytical value. Reactants: COc1ccc(Br)cc1CC1NC(=O)CN(Cc2ccccc2)C1=O, Cc1ccccc1, C[Zn]C, C1COCCO1. Yields the product COc1ccc(C)cc1CC1NC(=O)CN(Cc2ccccc2)C1=O. Reaction SMILES: [CH2:1]([c:2]1[cH:3][cH:4][cH:5][cH:6][cH:7]1)[N:8]1[C:9](=[O:25])[CH:10]([CH2:15][c:16]2[c:17]([O:23][CH3:24])[cH:18][cH:19][c:20]([Br:22])[cH:21]2)[NH:11][C:12](=[O:14])[CH2:13]1.[CH3:26][c:27]1[cH:28][cH:29][cH:30][cH:31][cH:32]1.[CH3:39][Zn:40][CH3:41].[O:33]1[CH2:34][CH2:35][O:36][CH2:37][CH2:38]1>>[CH2:1]([c:2]1[cH:3][cH:4][cH:5][cH:6][cH:7]1)[N:8]1[C:9](=[O:25])[CH:10]([CH2:15][c:16]2[c:17]([O:23][CH3:24])[cH:18][cH:19][c:20]([CH3:26])[cH:21]2)[NH:11][C:12](=[O:14])[CH2:13]1. The reactants are CCc1c(C(F)(F)F)nn(-c2ccc(S(N)(=O)=O)nc2)c1-c1ccc(Br)c(F)c1, CCCC[Sn](CCCC)(CCCC)c1cscn1, C1COCCO1, CCOC(C)=O, [Cl-], [Li+], c1ccc(P(c2ccccc2)(c2ccccc2)[Pd](P(c2ccccc2)(c2ccccc2)c2ccccc2)(P(c2ccccc2)(c2ccccc2)c2ccccc2)P(c2ccccc2)(c2ccccc2)c2ccccc2)cc1. Product: CCc1c(C(F)(F)F)nn(-c2ccc(S(N)(=O)=O)nc2)c1-c1ccc(-c2cscn2)c(F)c1. As a reaction SMILES: [Br:1][c:2]1[c:3]([F:29])[cH:4][c:5](-[c:8]2[c:9]([CH2:27][CH3:28])[c:10]([C:23]([F:24])([F:25])[F:26])[n:11][n:12]2-[c:13]2[cH:14][cH:15][c:16]([S:19](=[O:20])(=[O:21])[NH2:22])[n:17][cH:18]2)[cH:6][cH:7]1.[CH2:30]([Sn:31]([CH2:32][CH2:33][CH2:34][CH3:40])([c:35]1[n:36][cH:37][s:38][cH:39]1)[CH2:41][CH2:42][CH2:43][CH3:44])[CH2:45][CH2:46][CH3:47].[CH2:50]1[O:51][CH2:52][CH2:53][O:54][CH2:55]1.[CH3:56][CH2:57][O:58][C:59](=[O:60])[CH3:61].[Cl-:49].[Li+:48].[cH:62]1[cH:63][cH:64][c:65]([P:66]([Pd:67]([P:68]([c:69]2[cH:70][cH:71][cH:72][cH:73][cH:74]2)([c:75]2[cH:76][cH:77][cH:78][cH:79][cH:80]2)[c:81]2[cH:82][cH:83][cH:84][cH:85][cH:86]2)([P:87]([c:88]2[cH:89][cH:90][cH:91][cH:92][cH:93]2)([c:94]2[cH:95][cH:96][cH:97][cH:98][cH:99]2)[c:100]2[cH:101][cH:102][cH:103][cH:104][cH:105]2)[P:106]([c:107]2[cH:108][cH:109][cH:110][cH:111][cH:112]2)([c:113]2[cH:114][cH:115][cH:116][cH:117][cH:118]2)[c:119]2[cH:120][cH:121][cH:122][cH:123][cH:124]2)([c:125]2[cH:126][cH:127][cH:128][cH:129][cH:130]2)[c:131]2[cH:132][cH:133][cH:134][cH:135][cH:136]2)[cH:137][cH:138]1>>[c:2]1(-[c:35]2[n:36][cH:37][s:38][cH:39]2)[c:3]([F:29])[cH:4][c:5](-[c:8]2[c:9]([CH2:27][CH3:28])[c:10]([C:23]([F:24])([F:25])[F:26])[n:11][n:12]2-[c:13]2[cH:14][cH:15][c:16]([S:19](=[O:20])(=[O:21])[NH2:22])[n:17][cH:18]2)[cH:6][cH:7]1. Reactants: O(C1C[C@H](O)[C@H](O1)CO)C (methyl 2-deoxyribofuranoside), C1(=CC=CC=C1)C(C1=CC=CC=C1)(C1=CC=CC=C1)Cl (triphenylmethyl chloride), CO (Methanol). Run in N1=CC=CC=C1 (pyridine). Conditions: time 3 day. Product: C(C1=CC=CC=C1)(C1=CC=CC=C1)(C1=CC=CC=C1)OC[C@@H]1[C@H](CC(OC)O1)O (Methyl 2-deoxy-5-O-tritylribofuranoside). As a reaction SMILES: [O:1]([CH3:10])[CH:2]1[O:7][C@H:6]([CH2:8][OH:9])[C@@H:4]([OH:5])[CH2:3]1.[C:11]1([C:17](Cl)([C:24]2[CH:29]=[CH:28][CH:27]=[CH:26][CH:25]=2)[C:18]2[CH:23]=[CH:22][CH:21]=[CH:20][CH:19]=2)[CH:16]=[CH:15][CH:14]=[CH:13][CH:12]=1.CO>N1C=CC=CC=1>[C:17]([O:9][CH2:8][C@H:6]1[O:7][CH:2]([O:1][CH3:10])[CH2:3][C@@H:4]1[OH:5])([C:11]1[CH:16]=[CH:15][CH:14]=[CH:13][CH:12]=1)([C:24]1[CH:25]=[CH:26][CH:27]=[CH:28][CH:29]=1)[C:18]1[CH:19]=[CH:20][CH:21]=[CH:22][CH:23]=1. Reported procedure: To a solution of 11.2 g (0.07 mole) of methyl 2-deoxyribofuranoside (90% pure) in 60 ml of dry pyridine under a dry nitrogen atmosphere were added 19.0 g (0.07 mole) of triphenylmethyl chloride. The mixture was stirred at ambient temperature for three days. Methanol (35 ml) was then added. The solvents were then evaporated under reduced pressure. The residue was taken up in 200 ml of ethyl acetate, washed with 75 ml of 5% sodium bicarbonate followed by a 75 ml wash with DI (deionized) water. The... Starting materials: three, ClC(C(O)O)(Cl)Cl (chloral hydrate), OS(=O)(=O)O (H2SO4), [Cl-].[Cl-].[Ca+2] (CaCl2), COC=1C=C(C(=O)O)C=CC1 (m-methoxybenzoic acid), ice. Conditions: time 24 hour. Product: COC1=CC=C2C(OC(C2=C1)=O)C(Cl)(Cl)Cl (6-methoxy-3-(trichloromethyl)isobenzofuran-1(3H)-one). Yield: 62.7%. Reaction SMILES: [Cl-].[Cl-].[Ca+2].[CH3:4][O:5][C:6]1[CH:7]=[C:8]([CH:12]=[CH:13][CH:14]=1)[C:9]([OH:11])=[O:10].[Cl:15][C:16]([Cl:21])([Cl:20])[CH:17](O)O.OS(O)(=O)=O>>[CH3:4][O:5][C:6]1[CH:7]=[C:8]2[C:12]([CH:17]([C:16]([Cl:21])([Cl:20])[Cl:15])[O:10][C:9]2=[O:11])=[CH:13][CH:14]=1 |f:0.1.2|. Reported procedure: A oven-dried 25 mL three neck round-bottomed flask containing a stirring bar was fitted with a drying tube (CaCl2) and was charged with m-methoxybenzoic acid (5.04 g, 17.91 mmol) followed by chloral hydrate (2.96 g, 17.91 mmol). Concentrated H2SO4 (12.0 mL) was added and the reaction mixture was left stirring at room temperature for 24 h. It was then poured onto ice, a thick precipitate formed and the mixture was left stirring vigorously until the ice was dissolved. The precipitate was filtered,...